From a dataset of the Open Reaction Database (ORD), a public repository of structured organic reaction records. describe an organic reaction: reactants, conditions, products, and yield The reactants are COC(=O)C=1C(=CC=CC1)CBr (methyl-α-bromotoluate), C1(=CC=CC=C1)P(C1=CC=CC=C1)C1=CC=CC=C1 (triphenyl phosphine), C1=CC=CC=C1 (benzene). Run at time 15 minute. Yields the product [Br-].C(=O)(OC)C1=CC=C(C[P+](C2=CC=CC=C2)(C2=CC=CC=C2)C2=CC=CC=C2)C=C1 (p-Carbomethoxybenzyltriphenyl phosphonium bromide). As a reaction SMILES: [CH3:1][O:2][C:3]([C:5]1[C:6](C[Br:12])=[CH:7][CH:8]=[CH:9][CH:10]=1)=[O:4].[C:13]1([P:19]([C:26]2[CH:31]=[CH:30][CH:29]=[CH:28][CH:27]=2)[C:20]2[CH:25]=[CH:24][CH:23]=[CH:22][CH:21]=2)[CH:18]=[CH:17][CH:16]=[CH:15][CH:14]=1.[CH:32]1C=CC=CC=1>>[Br-:12].[C:3]([C:5]1[CH:10]=[CH:9][C:8]([CH2:32][P+:19]([C:13]2[CH:14]=[CH:15][CH:16]=[CH:17][CH:18]=2)([C:20]2[CH:25]=[CH:24][CH:23]=[CH:22][CH:21]=2)[C:26]2[CH:27]=[CH:28][CH:29]=[CH:30][CH:31]=2)=[CH:7][CH:6]=1)([O:2][CH3:1])=[O:4] |f:3.4|. Procedure details: A mixture of 46 g (0.2 mole) of methyl-α-bromotoluate and 105 g (0.4 mole) of triphenyl phosphine in 800 ml of dry benzene was refluxed for two hours. After 15 minutes, the phosphonium bromide started precipitating out from the solution. After cooling the flask to room temperature, the solid was filtered, washed with plenty of petroleum ether and dried. The yield was 98 g m.p. 258°-260° C. The infrared spectrum showed absorption at 1720 cm-1 ##STR10## NMR (CDCl3) showed 3.8 ##STR11## 5.5-5.8 (d,...